Dataset: the Open Reaction Database (ORD), a public repository of structured organic reaction records. Task: describe an organic reaction: reactants, conditions, products, and yield The reactants are C, CCO, CCOC(=O)COc1ccc([N+](=O)[O-])cc1NC(=O)c1ccc(OCCCCc2ccccc2)cc1, C1CCOC1, [Pd]. Product: CCOC(=O)COc1ccc(N)cc1NC(=O)c1ccc(OCCCCc2ccccc2)cc1. Reaction SMILES: [C:45].[CH2:42]([OH:43])[CH3:44].[N+:1]([O-:2])(=[O:3])[c:4]1[cH:5][c:6]([NH:17][C:18]([c:19]2[cH:20][cH:21][c:22]([O:25][CH2:26][CH2:27][CH2:28][CH2:29][c:30]3[cH:31][cH:32][cH:33][cH:34][cH:35]3)[cH:23][cH:24]2)=[O:36])[c:7]([O:8][CH2:9][C:10](=[O:11])[O:12][CH2:13][CH3:14])[cH:15][cH:16]1.[O:37]1[CH2:38][CH2:39][CH2:40][CH2:41]1.[Pd:46]>>[NH2:1][c:4]1[cH:5][c:6]([NH:17][C:18]([c:19]2[cH:20][cH:21][c:22]([O:25][CH2:26][CH2:27][CH2:28][CH2:29][c:30]3[cH:31][cH:32][cH:33][cH:34][cH:35]3)[cH:23][cH:24]2)=[O:36])[c:7]([O:8][CH2:9][C:10](=[O:11])[O:12][CH2:13][CH3:14])[cH:15][cH:16]1. Reactants: O.NN (hydrazine hydrate), C1(C=2C(C(N1C1(CCCC3=CC=CC=C13)N1CCCC1)=O)=CC=CC2)=O (phthalimido pyrrolidinyl tetrahydronaphthalene). Solvent: C(C)O (ethanol). The product is NCCCOC1=C2CCCC(C2=CC=C1)N1CCCC1 (5-(3-Aminopropoxy)-1-(N-pyrrolidinyl)-1,2,3,4-tetrahydronaphthalene). As a reaction SMILES: [OH2:1].NN.C1(=O)N([C:9]2([N:19]3[CH2:23][CH2:22][CH2:21][CH2:20]3)[C:18]3[C:13](=[CH:14][CH:15]=[CH:16][CH:17]=3)[CH2:12][CH2:11][CH2:10]2)C(=O)C2=CC=CC=C12>C(O)C>[NH2:19][CH2:9][CH2:10][CH2:11][O:1][C:14]1[CH:15]=[CH:16][CH:17]=[C:18]2[C:13]=1[CH2:12][CH2:11][CH2:10][CH:9]2[N:19]1[CH2:20][CH2:21][CH2:22][CH2:23]1 |f:0.1|. Reported procedure: 85% hydrazine hydrate (8.3 ml) is added to a stirred solution of the phthalimido pyrrolidinyl tetrahydronaphthalene obtained in the previous step (about 51 g) dissolved in absolute ethanol (500 ml), and the reaction mixture is heated to reflux for 3 hours and then allowed to cool. A precipitate forms upon cooling, and the reaction mixture is filtered, the precipitate washed with absolute ethanol, and the filtrate evaporated in vacuo, resulting in a solid. The solid is triturated with 5% aqueous ... Starting materials: FC(COC1=C(C(=NN1C)C(F)(F)F)C(S(=O)(=O)C1=NOC(C1)(C)C)F)F (3-{[5-(2,2-difluoroethoxy)-1-methyl-3-trifluoromethyl-1H-pyrazol-4-yl]fluoromethanesulfonyl}-5,5-dimethyl-4,5-dihydroisoxazole), FC(COC1=C(C(=NN1C)C(F)(F)F)C(S(=O)(=O)C1=NOC(C1)(C)C)(F)F)F (3-{[5-(2,2-difluoroethoxy)-1-methyl-3-trifluoromethyl-1H-pyrazol-4-yl]difluoromethanesulfonyl}-5,5-dimethyl-4,5-dihydroisoxazole), CC1(CC(=NO1)S(=O)(=O)CC1=NN(N=C1C(F)(F)F)C)C (4-(5,5-dimethyl-4,5-dihydroisoxazole-3-sulfonylmethyl)-2-methyl-5-trifluoromethyl-2H-[1,2,3]triazole), FC(C1=NN(N=C1C(F)(F)F)C)(S(=O)(=O)C1=NOC(C1F)(C)C)F (4-[difluoro-(4-fluoro-5,5-dimethyl-4,5-dihydroisoxazole-3-sulfonyl)methyl]-2-methyl-5-trifluoromethyl-2H-[1,2,3]triazole), FC(COC1=C(C(=NN1C)C(F)(F)F)C(S(=O)(=O)C1=NOC(C1F)(C)C)(F)F)F (3-{[5-(2,2-difluoroethoxy)-1-methyl-3-trifluoromethyl-1H-pyrazol-4-yl]difluoromethanesulfonyl}-4-fluoro-5,5-dimethyl-4,5-dihydroisoxazole), FC1C(=NOC1(C)C)S(=O)(=O)CC1=NN(N=C1C(F)(F)F)C (4-(4-fluoro-5,5-dimethyl-4,5-dihydroisoxazole-3-sulfonylmethyl)-2-methyl-5-trifluoromethyl-2H-[1,2,3]triazole), CC1(CC(=NO1)S(=O)(=O)C(C1=NN(N=C1C(F)(F)F)C)F)C (4-[(5,5-dimethyl-4,5-dihydroisoxazole-3-sulfonyl)fluoromethyl]-2-methyl-5-trifluoromethyl-2H-[1,2,3]triazole), CC1(CC(=NO1)S(=O)(=O)C(C1=NN(N=C1C(F)(F)F)C)(F)F)C (4-[(5,5-dimethyl-4,5-dihydroisoxazole-3-sulfonyl)difluoromethyl]-2-methyl-5-trifluoromethyl-2H-[1,2,3]triazole). The product is FC(COC1=C(C(=NN1C)C(F)(F)F)CS(=O)(=O)C1=NOC(C1F)(C)C)F (3-[5-(2,2-difluoroethoxy)-1-methyl-3-trifluoromethyl-1H-pyrazol-4-ylmethane-sulfonyl]-4-fluoro-5,5-dimethyl-4,5-dihydroisoxazole). RXN SMILES: [F:1][CH:2]([F:27])[CH2:3][O:4][C:5]1[N:9]([CH3:10])[N:8]=[C:7]([C:11]([F:14])([F:13])[F:12])[C:6]=1[CH:15](F)[S:16]([C:19]1[CH2:23][C:22]([CH3:25])([CH3:24])[O:21][N:20]=1)(=[O:18])=[O:17].[F:28]C1C(C)(C)ON=C1S(CC1C(C(F)(F)F)=NN(C)N=1)(=O)=O.CC1(C)ON=C(S(C(F)C2C(C(F)(F)F)=NN(C)N=2)(=O)=O)C1.CC1(C)ON=C(S(CC2C(C(F)(F)F)=NN(C)N=2)(=O)=O)C1.FC(F)COC1N(C)N=C(C(F)(F)F)C=1C(F)(F)S(C1CC(C)(C)ON=1)(=O)=O.CC1(C)ON=C(S(C(F)(F)C2C(C(F)(F)F)=NN(C)N=2)(=O)=O)C1.FC(F)COC1N(C)N=C(C(F)(F)F)C=1C(F)(F)S(C1C(F)C(C)(C)ON=1)(=O)=O.FC(F)(S(C1C(F)C(C)(C)ON=1)(=O)=O)C1C(C(F)(F)F)=NN(C)N=1>>[F:1][CH:2]([F:27])[CH2:3][O:4][C:5]1[N:9]([CH3:10])[N:8]=[C:7]([C:11]([F:14])([F:13])[F:12])[C:6]=1[CH2:15][S:16]([C:19]1[CH:23]([F:28])[C:22]([CH3:25])([CH3:24])[O:21][N:20]=1)(=[O:18])=[O:17]. Procedure details: 3-{[5-(2,2-difluoroethoxy)-1-methyl-3-trifluoromethyl-1H-pyrazol-4-yl]fluoromethanesulfonyl}-5,5-dimethyl-4,5-dihydroisoxazole (2-2); 4-(4-fluoro-5,5-dimethyl-4,5-dihydroisoxazole-3-sulfonylmethyl)-2-methyl-5-trifluoromethyl-2H-[1,2,3]triazole (2-3); 4-[(5,5-dimethyl-4,5-dihydroisoxazole-3-sulfonyl)fluoromethyl]-2-methyl-5-trifluoromethyl-2H-[1,2,3]triazole (2-4); 4-(5,5-dimethyl-4,5-dihydroisoxazole-3-sulfonylmethyl)-2-methyl-5-trifluoromethyl-2H-[1,2,3]triazole (2-5); 3-{[5-(2,2-difluoroethoxy... Starting materials: C(\C=C(/C)\CCC=C(C)C)Br (geranyl bromide), [Li+].[I-] (LiI), [H][H] (hydrogen), Cl (HCl), ice, [H-].[Li+] (LiH), OC=1C(C2=CC=CC=C2C(C1)=O)=O (2-hydroxy-1,4-naphthoquinone), [H][H] (hydrogen). The solvent is C(Cl)Cl (CH2Cl2), O (water), CS(=O)C (DMSO). Reaction conditions: temperature 45 celsius. The product is C(\C=C(/C)\CCC=C(C)C)C=1C(C2=CC=CC=C2C(C1O)=O)=O (2-geranyl-3-hydroxy-1,4-naphthoquinone). Reaction SMILES: [OH:1][C:2]1[C:3](=[O:13])[C:4]2[C:9]([C:10](=[O:12])[CH:11]=1)=[CH:8][CH:7]=[CH:6][CH:5]=2.[H-].[Li+].[H][H].[CH2:18](Br)/[CH:19]=[C:20](/[CH2:22][CH2:23][CH:24]=[C:25]([CH3:27])[CH3:26])\[CH3:21].[Li+].[I-].Cl>CS(C)=O.C(Cl)Cl.O>[CH2:18]([C:11]1[C:10](=[O:12])[C:9]2[C:4]([C:3](=[O:13])[C:2]=1[OH:1])=[CH:5][CH:6]=[CH:7][CH:8]=2)/[CH:19]=[C:20](/[CH2:22][CH2:23][CH:24]=[C:25]([CH3:27])[CH3:26])\[CH3:21] |f:1.2,5.6|. Procedure: 17.4 g (0.10M) of 2-hydroxy-1,4-naphthoquinone was dissolved in 120 ml of DMSO, and 0.88 g (0.1 μM) of LiH was gradually added thereto. Here, this should be done with care because hydrogen evolves. The reaction solution was stirred, and after confirming no further production of hydrogen, was additionally stirred for another 30 min. Then, 21.8 g (0.10M) of geranyl bromide and 3.35 g (0.025M) of LiI were gradually added thereto. The reaction solution was heated to 45° C. and then vigorously stirre... The reactants are C(C1=CC=CC=C1)(=O)NC=1C=CC2=C(C(=C(O2)[N+](=O)[O-])C2=CC=CC=C2)C1 (5-benzamido-2-nitro-3-phenylbenzofuran), B#B (diborane), C([O-])(O)=O.[Na+] (sodium bicarbonate), Cl (hydrochloric acid). The solvent is O1CCCC1 (tetrahydrofuran), O1CCCC1 (tetrahydrofuran). Product: C(C1=CC=CC=C1)NC=1C=CC2=C(C(=C(O2)[N+](=O)[O-])C2=CC=CC=C2)C1 (5-benzylamino-2-nitro-3-phenylbenzofuran). As a reaction SMILES: [C:1]([NH:9][C:10]1[CH:11]=[CH:12][C:13]2[O:17][C:16]([N+:18]([O-:20])=[O:19])=[C:15]([C:21]3[CH:26]=[CH:25][CH:24]=[CH:23][CH:22]=3)[C:14]=2[CH:27]=1)(=O)[C:2]1[CH:7]=[CH:6][CH:5]=[CH:4][CH:3]=1.B#B.Cl.C(=O)(O)[O-].[Na+]>O1CCCC1>[CH2:1]([NH:9][C:10]1[CH:11]=[CH:12][C:13]2[O:17][C:16]([N+:18]([O-:20])=[O:19])=[C:15]([C:21]3[CH:22]=[CH:23][CH:24]=[CH:25][CH:26]=3)[C:14]=2[CH:27]=1)[C:2]1[CH:7]=[CH:6][CH:5]=[CH:4][CH:3]=1 |f:3.4|. Procedure details: The product of Step A is dissolved in 50 ml. of tetrahydrofuran and treated with 5 ml. of 1 N diborane in tetrahydrofuran at about 20° C. over a period of about 16 hours. The mixture is treated with 5 ml. of 6 N hydrochloric acid and heated on a steam bath for about 1/2 hour. 20 ml. of saturated sodium bicarbonate solution is added, the mixture is extracted with chloroform and the extracts are dried, then evaporated to provide a residue. The residue is recrystallized from a mixture of isopropano... Reactants: CCC(=O)N(CC1CCCN(C(=O)OC(C)(C)C)C1)c1ccccc1, ClCCl, O=C(O)C(F)(F)F, O=Cc1cccnc1. Product: CCC(=O)N(CC1CCCN(Cc2cccnc2)C1)c1ccccc1. Reaction SMILES: [C:8]([O:9][C:10]([CH3:11])([CH3:12])[CH3:13])(=[O:14])[N:15]1[CH2:16][CH:17]([CH2:21][N:22]([C:23]([CH2:24][CH3:25])=[O:26])[c:27]2[cH:28][cH:29][cH:30][cH:31][cH:32]2)[CH2:18][CH2:19][CH2:20]1.[Cl:41][CH2:42][Cl:43].[OH:1][C:2]([C:3]([F:4])([F:5])[F:6])=[O:7].[n:33]1[cH:34][c:35]([CH:39]=[O:40])[cH:36][cH:37][cH:38]1>>[CH2:8]([N:15]1[CH2:16][CH:17]([CH2:21][N:22]([C:23]([CH2:24][CH3:25])=[O:26])[c:27]2[cH:28][cH:29][cH:30][cH:31][cH:32]2)[CH2:18][CH2:19][CH2:20]1)[c:35]1[cH:34][n:33][cH:38][cH:37][cH:36]1. Reactants: C(C)(C)(C)OC(=O)N[C@@H](C(=O)O)C1=CC=C(C=C1)OCC(N(C)C)=O ((R)-tert-butoxycarbonylamino-(4-dimethylcarbamoylmethoxy-phenyl)-acetic acid), IC1=CC=C(C=C1)C1=CN=C(N1)[C@H](C(C)C)N1C(N[C@@H](C1=O)CCC(=O)O)=O (3-((R)-1-{(S)-1-[5-(4-iodo-phenyl)-1H-imidazol-2-yl]-2-methyl-propyl}-2,5-dioxo-imidazolidin-4-yl)-propionic acid), C(C)[Mg]Br (ethylmagnesium bromide), C(C)(C)(C)OC(=O)N[C@@H](C(=O)O)C1=CC=C(C=C1)OC[C@@H]1OC(OC1)(C)C ((R)-tert-butoxycarbonylamino-[4-((S)-2,2-dimethyl-[1,3]dioxolan-4-ylmethoxy)-phenyl]-acetic acid), ClC1=C(C=CC(=C1)I)I (2-chloro-1,4-diiodo-benzene), C1(CC1)C[C@@H]1C(N(C(N1)=O)[C@@H]([C@@H](C)C1=CC=CC=C1)C=1NC(=C(N1)C)C1=C(C=C(C=C1)I)F)=O ((R)-5-Cyclopropylmethyl-3-{(1S,2S)-1-[5-(2-fluoro-4-iodo-phenyl)-4-methyl-1H-imidazol-2-yl]-2-phenyl-propyl}-imidazolidine-2,4-dione), ClN1C(CCC1=O)=O (N-chlorosuccinimide). Product: ClC1=C(C=CC(=C1)I)C1=C(N=C(N1)[C@H]([C@@H](C)C1=CC=CC=C1)N1C(N[C@@H](C1=O)C1=CC=C(C=C1)OC[C@@H](CO)O)=O)C ((R)-3-{(1S,2S)-1-[5-(2-Chloro-4-iodo-phenyl)-4-methyl-1H-imidazol-2-yl]-2-phenyl-propyl}-5-[4-((R)-2,3-dihydroxy-propoxy)-phenyl]-imidazolidine-2,4-dione). RXN SMILES: IC1C=CC([C:8]2[NH:12][C:11]([C@@H:13]([N:17]3[C:21](=[O:22])[C@@H:20]([CH2:23]CC(O)=O)[NH:19][C:18]3=[O:28])[CH:14]([CH3:16])[CH3:15])=[N:10][CH:9]=2)=CC=1.[Cl:29][C:30]1[CH:35]=[C:34]([I:36])[CH:33]=[CH:32][C:31]=1I.[CH:38]1([CH2:41][C@H:42]2NC(=O)N([C@H](C3NC(C4C=CC(I)=CC=4F)=C(C)N=3)[C@H](C3C=CC=CC=3)C)C2=O)[CH2:40][CH2:39]1.[CH2:72]([Mg]Br)C.C(OC(N[C@H](C1C=CC(OCC(=O)N(C)C)=CC=1)C(O)=O)=O)(C)(C)C.ClN1C(=O)CCC1=O.C(OC(N[C@H](C1[CH:126]=[CH:125][C:124]([O:127][CH2:128][C@H:129]2[CH2:133][O:132]C(C)(C)[O:130]2)=[CH:123][CH:122]=1)C(O)=O)=O)(C)(C)C>>[Cl:29][C:30]1[CH:35]=[C:34]([I:36])[CH:33]=[CH:32][C:31]=1[C:9]1[NH:10][C:11]([C@@H:13]([N:17]2[C:21](=[O:22])[C@@H:20]([C:23]3[CH:122]=[CH:123][C:124]([O:127][CH2:128][C@H:129]([OH:130])[CH2:133][OH:132])=[CH:125][CH:126]=3)[NH:19][C:18]2=[O:28])[C@H:14]([C:15]2[CH:42]=[CH:41][CH:38]=[CH:39][CH:40]=2)[CH3:16])=[N:12][C:8]=1[CH3:72]. Procedure: Prepared by the same method as described in example 1 except that (i) in step 95-A 2-chloro-1,4-diiodo-benzene was used in place of 2-fluoro-1,4-diiodo-benzene; (ii) in step 95-B ethylmagnesium bromide was used in place of methylmagnesium chloride; (iii) chlorination of the 5-position of the imidazole ring with N-chlorosuccinimide in step 95-F was omitted, and (iv) (R)-tert-butoxycarbonylamino-[4-((S)-2,2-dimethyl-[1,3]dioxolan-4-ylmethoxy)-phenyl]-acetic acid (prepared as described in steps 33-... The reactants are N[C@@H](CCC(=O)OCC)C(=O)OCC (diethyl L-glutamate), NC1=NC(=C2C(N1)=NC=C2CCCC2=CC=C(C(=O)N[C@@H](CCC(=O)OCC)C(=O)OCC)C=C2)O (diethyl N-[4-{3-(2-amino-4-hydroxypyrrolo[2,3-d]-pyrimidin-5-yl)prop-1-yl}benzoyl]-L-glutamate). Yields the product NC1=NC(=C2C(N1)=NC=C2CCCC2=CC=C(C(=O)N[C@@H](CCC(=O)O)C(=O)O)C=C2)O (N-[4-(3-(2-amino-4-hydroxypyrrolo[2,3-d]pyrimidin-5-yl)prop-1-yl}benzoyl]-L-glutamic acid). RXN SMILES: N[C@H](C(OCC)=O)CCC(OCC)=O.[NH2:15][C:16]1[NH:21][C:20]2=[N:22][CH:23]=[C:24]([CH2:25][CH2:26][CH2:27][C:28]3[CH:49]=[CH:48][C:31]([C:32]([NH:34][C@H:35]([C:43]([O:45]CC)=[O:44])[CH2:36][CH2:37][C:38]([O:40]CC)=[O:39])=[O:33])=[CH:30][CH:29]=3)[C:19]2=[C:18]([OH:50])[N:17]=1>>[NH2:15][C:16]1[NH:21][C:20]2=[N:22][CH:23]=[C:24]([CH2:25][CH2:26][CH2:27][C:28]3[CH:29]=[CH:30][C:31]([C:32]([NH:34][C@H:35]([C:43]([OH:45])=[O:44])[CH2:36][CH2:37][C:38]([OH:40])=[O:39])=[O:33])=[CH:48][CH:49]=3)[C:19]2=[C:18]([OH:50])[N:17]=1. Procedure details: By substituting 4-(4-carbethoxyphenyl)butanal for 3-(4-carbethoxyphenyl)propanal in the procedure of Example 1 and thereafter substituting an equivalent amount of ethyl cyanoacetate for malononitrile in Example 2, there is obtained ethyl 4-[3-(2-amino-3-carbethoxyfur-4-yl)prop-1-yl]benzoate which thereafter is treated with guanidine in free base as described above to yield ethyl 4-[3-(2-amino-4-hydroxypyrrolo[2,3-d]-pyrimidin-5-yl)prop-1-yl]benzoate. This is subjected to saponification to yield ...